This data is from the Open Reaction Database (ORD), a public repository of structured organic reaction records. The task is: describe an organic reaction: reactants, conditions, products, and yield The reactants are O=C(c1ccccc1)c1ccc(CBr)cc1, CCO, NN, O, O=C(c1ccccc1)c1ccc(CO)cc1. Product: O=C(c1ccccc1)c1ccc(CBr)cc1, NN=C(c1ccccc1)c1ccc(CO)cc1. Reaction SMILES: [Br:1][CH2:2][c:3]1[cH:4][cH:5][c:6]([C:7](=[O:8])[c:9]2[cH:10][cH:11][cH:12][cH:13][cH:14]2)[cH:15][cH:16]1.[CH3:36][CH2:37][OH:38].[NH2:34][NH2:35].[OH2:33].[OH:17][CH2:18][c:19]1[cH:20][cH:21][c:22]([C:23](=[O:24])[c:25]2[cH:26][cH:27][cH:28][cH:29][cH:30]2)[cH:31][cH:32]1>>[Br:1][CH2:2][c:3]1[cH:4][cH:5][c:6]([C:7](=[O:8])[c:9]2[cH:10][cH:11][cH:12][cH:13][cH:14]2)[cH:15][cH:16]1.[OH:17][CH2:18][c:19]1[cH:20][cH:21][c:22]([C:23]([c:25]2[cH:26][cH:27][cH:28][cH:29][cH:30]2)=[N:34][NH2:35])[cH:31][cH:32]1. The reactants are N=C1SC2=C(N1CCSC1=NC=CC=N1)C=CC(=C2)OC(F)(F)F (2-imino-3-[2-(2-pyrimidinylthio)ethyl]-6-trifluoromethoxybenzothiazoline), ClC1=CC(=CC=C1)C(=O)OO (meta-chloroperbenzoic acid). Solvent: C(Cl)(Cl)Cl (chloroform). Conditions: temperature 20 celsius, time 1 hour. Yields the product N=C1SC2=C(N1CCS(=O)C1=NC=CC=N1)C=CC(=C2)OC(F)(F)F (2-Imino-3-[2-(2-pyrimidinylsulphinyl)ethyl]-6-trifluoromethoxybenzothiazoline). The yield is 67.1%. Reaction SMILES: [NH:1]=[C:2]1[N:6]([CH2:7][CH2:8][S:9][C:10]2[N:15]=[CH:14][CH:13]=[CH:12][N:11]=2)[C:5]2[CH:16]=[CH:17][C:18]([O:20][C:21]([F:24])([F:23])[F:22])=[CH:19][C:4]=2[S:3]1.ClC1C=CC=C(C(OO)=[O:33])C=1>C(Cl)(Cl)Cl>[NH:1]=[C:2]1[N:6]([CH2:7][CH2:8][S:9]([C:10]2[N:15]=[CH:14][CH:13]=[CH:12][N:11]=2)=[O:33])[C:5]2[CH:16]=[CH:17][C:18]([O:20][C:21]([F:23])([F:22])[F:24])=[CH:19][C:4]=2[S:3]1. Procedure: The procedure is as in Example 8, starting with 2-imino-3-[2-(2-pyrimidinylthio)ethyl]-6-trifluoromethoxybenzothiazoline (0.5 g) and meta-chloroperbenzoic acid (90% pure by weight) (1 g) dissolved in chloroform (20 cc). The reaction mixture is stirred for 1 hour at a temperature in the region of 20° C. and then concentrated to dryness at 40° C. under reduced pressure (20 mm Hg; 2.7 kPa). The residue is purified by flash chromatography on a silica column under a stream of nitrogen at moderate pre...